Dataset: the Open Reaction Database (ORD), a public repository of structured organic reaction records. Task: describe an organic reaction: reactants, conditions, products, and yield The reactants are BrC1=CC=C(CCC=2SC=3N=C(N=C(C3N2)N2CCNCC2)N)C=C1 (2-(4-bromophenethyl)-7-(piperazin-1-yl)thiazolo[5,4-d]pyrimidin-5-amine), COC1=CC=C(OCC(=O)O)C=C1 (4-methoxyphenoxyacetic acid). The product is NC=1N=C(C2=C(N1)SC(=N2)CCC2=CC=C(C=C2)Br)N2CCN(CC2)C(COC2=CC=C(C=C2)OC)=O (1-(4-(5-amino-2-(4-bromophenethyl)thiazolo[5,4-d]pyrimidin-7-yl)piperazin-1-yl)-2-(4-methoxyphenoxy)ethanone). Isolated yield 40.0%. Reaction SMILES: [Br:1][C:2]1[CH:25]=[CH:24][C:5]([CH2:6][CH2:7][C:8]2[S:9][C:10]3[N:11]=[C:12]([NH2:23])[N:13]=[C:14]([N:17]4[CH2:22][CH2:21][NH:20][CH2:19][CH2:18]4)[C:15]=3[N:16]=2)=[CH:4][CH:3]=1.[CH3:26][O:27][C:28]1[CH:38]=[CH:37][C:31]([O:32][CH2:33][C:34](O)=[O:35])=[CH:30][CH:29]=1>>[NH2:23][C:12]1[N:13]=[C:14]([N:17]2[CH2:18][CH2:19][N:20]([C:34](=[O:35])[CH2:33][O:32][C:31]3[CH:37]=[CH:38][C:28]([O:27][CH3:26])=[CH:29][CH:30]=3)[CH2:21][CH2:22]2)[C:15]2[N:16]=[C:8]([CH2:7][CH2:6][C:5]3[CH:24]=[CH:25][C:2]([Br:1])=[CH:3][CH:4]=3)[S:9][C:10]=2[N:11]=1. Reported procedure: This compound was prepared from 2-(4-bromophenethyl)-7-(piperazin-1-yl)thiazolo[5,4-d]pyrimidin-5-amine using 4-methoxyphenoxyacetic acid in a yield of 40%, according to the procedure for the synthesis of example 50. Reactants: CNCCNC (N,N′-dimethylethylenediamine), FC1=CC=C(C=C1)[C@@H]1NC(OC1(C)C)=O ((S)-4-(4-fluorophenyl)-5,5-dimethyloxazolidin-2-one), IC1=CC=C(C(=O)NC=2C=CC=C3C=CC=NC23)C=C1 (4-iodo-N-(quinolin-8-yl)benzamide), P(=O)([O-])([O-])[O-].[K+].[K+].[K+] (potassium phosphate). The reagents and catalysts are [Cu]I (copper (I) iodide). Solvent: O1CCOCC1 (dioxane). Reaction conditions: temperature 140 celsius. Yields the product FC1=CC=C(C=C1)[C@@H]1N(C(OC1(C)C)=O)C1=CC=C(C(=O)NC=2C=CC=C3C=CC=NC23)C=C1 ((S)-4-(4-(4-fluorophenyl)-5,5-dimethyl-2-oxooxazolidin-3-yl)-N-(quinolin-8-yl)benzamide). Isolated yield 89.1%. RXN SMILES: [F:1][C:2]1[CH:7]=[CH:6][C:5]([C@H:8]2[C:12]([CH3:14])([CH3:13])[O:11][C:10](=[O:15])[NH:9]2)=[CH:4][CH:3]=1.I[C:17]1[CH:35]=[CH:34][C:20]([C:21]([NH:23][C:24]2[CH:25]=[CH:26][CH:27]=[C:28]3[C:33]=2[N:32]=[CH:31][CH:30]=[CH:29]3)=[O:22])=[CH:19][CH:18]=1.P([O-])([O-])([O-])=O.[K+].[K+].[K+].CNCCNC>[Cu]I.O1CCOCC1>[F:1][C:2]1[CH:3]=[CH:4][C:5]([C@H:8]2[C:12]([CH3:13])([CH3:14])[O:11][C:10](=[O:15])[N:9]2[C:17]2[CH:35]=[CH:34][C:20]([C:21]([NH:23][C:24]3[CH:25]=[CH:26][CH:27]=[C:28]4[C:33]=3[N:32]=[CH:31][CH:30]=[CH:29]4)=[O:22])=[CH:19][CH:18]=2)=[CH:6][CH:7]=1 |f:2.3.4.5|. Procedure: A microwave vial was charged with (S)-4-(4-fluorophenyl)-5,5-dimethyloxazolidin-2-one (0.050 g, 0.239 mmol), 4-iodo-N-(quinolin-8-yl)benzamide (0.098 g, 0.263 mmol), tribasic potassium phosphate (0.254 g, 1.195 mmol) and dioxane (2.50 mL). The mixture was purged with argon and then copper (I) iodide (0.046 g, 0.239 mmol) and N,N′-dimethylethylenediamine (0.051 mL, 0.478 mmol) were added. The system was purged with argon, the tube was sealed, and the reaction mixture was heated at 140° C. for 2 h... Starting materials: COc1ccc(Br)cc1C=O, O=C(OO)c1cccc(Cl)c1, ClCCl. The product is COc1ccc(Br)cc1O. RXN SMILES: [Br:1][c:2]1[cH:3][cH:4][c:5]([O:10][CH3:11])[c:6]([CH:7]=[O:8])[cH:9]1.[Cl:12][c:13]1[cH:14][cH:15][cH:16][c:17]([C:18]([O:19][OH:21])=[O:20])[cH:22]1.[Cl:23][CH2:24][Cl:25]>>[Br:1][c:2]1[cH:3][cH:4][c:5]([O:10][CH3:11])[c:6]([OH:20])[cH:9]1. Starting materials: FC1=C(C=C(C=C1)C1=NC=CC=C1C=1C=C2C=NN(C2=CC1)C(=O)N1N=CC2=CC(=CC=C12)C=1C(=NC=CC1)C1=CC(=C(C=C1)F)C)C (bis(5-(2-(4-fluoro-3-methylphenyl)pyridin-3-yl)-1H-indazol-1-yl)methanone), Cl (HCl). Product: Cl.N[C@H]1[C@@H](CCCC1)NC(=O)N1N=CC2=CC(=CC=C12)C=1C(=NC=CC1)C1=CC(=C(C=C1)F)C (N-((1R,2R)-2-Aminocyclohexyl)-5-(2-(4-fluoro-3-methylphenyl)pyridin-3-yl)-1H-indazole-1-carboxamide hydrochloride salt). Reaction SMILES: [F:1][C:2]1[CH:7]=[CH:6][C:5]([C:8]2[C:13]([C:14]3[CH:15]=[C:16]4[C:20](=[CH:21][CH:22]=3)[N:19]([C:23]([N:25]3[C:33]5C(=C[C:30]([C:34]6[C:35](C7C=CC(F)=C(C)C=7)=[N:36]C=CC=6)=[CH:31][CH:32]=5)C=N3)=[O:24])[N:18]=[CH:17]4)=[CH:12][CH:11]=[CH:10][N:9]=2)=[CH:4][C:3]=1[CH3:48].[ClH:49]>>[ClH:49].[NH2:36][C@@H:35]1[CH2:34][CH2:30][CH2:31][CH2:32][C@H:33]1[NH:25][C:23]([N:19]1[C:20]2[C:16](=[CH:15][C:14]([C:13]3[C:8]([C:5]4[CH:6]=[CH:7][C:2]([F:1])=[C:3]([CH3:48])[CH:4]=4)=[N:9][CH:10]=[CH:11][CH:12]=3)=[CH:22][CH:21]=2)[CH:17]=[N:18]1)=[O:24] |f:2.3|. Procedure details: 1H NMR (300 MHz, DMSO-d6): δ 8.82 (d, J=5.2 Hz, 1H), 8.71 (s, 1H), 8.49 (d, J=9.0 Hz, 1H), 8.42 (d, J=0.7 Hz, 1H), 8.32 (d, J=7.8 Hz, 1H), 8.16 (d, J=8.8 Hz, 3H), 7.95-7.81 (m, 1H), 7.80 (s, 1H), 7.48 (d, J=6.7 Hz, 1H), 7.33 (dd, J=8.7, 1.6 Hz, 1H), 7.16-6.89 (m, 2H), 3.75-3.52 (m, 2H), 3.46 (dd, J=8.0, 4.0 Hz, 1H), 2.12 (s, 3H), 1.94-1.78 (m, 1H), 1.75-1.55 (m, 3H), 1.50-1.35 (m, 1H), 1.31-1.02 (m, 2H).LCMS: rt 4.63 min (A), purity 92%, MS (m/e) 444 (MH+-HCl). Reactants: CC(C)(C)OC(=O)N1CCC(CNCc2cccc(-c3ccnc(Cl)n3)c2)CC1, C, O=S(=O)(Cl)Cl. The product is CC(C)(C)OC(=O)N1CCC(CN(Cc2cccc(-c3ccnc(Cl)n3)c2)S(C)(=O)=O)CC1. As a reaction SMILES: [C:1]([CH3:2])([CH3:3])([CH3:4])[O:5][C:6](=[O:7])[N:8]1[CH2:9][CH2:10][CH:11]([CH2:14][NH:15][CH2:16][c:17]2[cH:18][c:19](-[c:23]3[n:24][c:25]([Cl:29])[n:26][cH:27][cH:28]3)[cH:20][cH:21][cH:22]2)[CH2:12][CH2:13]1.[CH4:35].[S:30](=[O:31])(=[O:32])([Cl:33])[Cl:34]>>[C:1]([CH3:2])([CH3:3])([CH3:4])[O:5][C:6](=[O:7])[N:8]1[CH2:9][CH2:10][CH:11]([CH2:14][N:15]([CH2:16][c:17]2[cH:18][c:19](-[c:23]3[n:24][c:25]([Cl:29])[n:26][cH:27][cH:28]3)[cH:20][cH:21][cH:22]2)[S:30](=[O:31])(=[O:32])[CH3:35])[CH2:12][CH2:13]1. Starting materials: Cc1ccccc1, CCN(C(C)C)C(C)C, CC(C)OC(=O)Cl, ClCCl, CC(C)(C)OC(=O)N1CCC(Oc2cccc3c2ccn3-c2ccc(S(C)(=O)=O)cc2F)CC1, O=C(O)C(F)(F)F. The product is CC(C)OC(=O)N1CCC(Oc2cccc3c2ccn3-c2ccc(S(C)(=O)=O)cc2F)CC1. Reaction SMILES: [CH3:61][c:62]1[cH:63][cH:64][cH:65][cH:66][cH:67]1.[CH:42]([N:43]([CH2:44][CH3:45])[CH:46]([CH3:47])[CH3:48])([CH3:49])[CH3:50].[Cl:51][C:52]([O:53][CH:54]([CH3:55])[CH3:56])=[O:57].[Cl:58][CH2:59][Cl:60].[F:1][c:2]1[c:3](-[n:12]2[cH:13][cH:14][c:15]3[c:16]([O:21][CH:22]4[CH2:23][CH2:24][N:25]([C:28](=[O:29])[O:30][C:31]([CH3:32])([CH3:33])[CH3:34])[CH2:26][CH2:27]4)[cH:17][cH:18][cH:19][c:20]23)[cH:4][cH:5][c:6]([S:8](=[O:9])(=[O:10])[CH3:11])[cH:7]1.[F:35][C:36]([F:37])([F:38])[C:39]([OH:40])=[O:41]>>[F:1][c:2]1[c:3](-[n:12]2[cH:13][cH:14][c:15]3[c:16]([O:21][CH:22]4[CH2:23][CH2:24][N:25]([C:28](=[O:29])[O:30][CH:31]([CH3:32])[CH3:33])[CH2:26][CH2:27]4)[cH:17][cH:18][cH:19][c:20]23)[cH:4][cH:5][c:6]([S:8](=[O:9])(=[O:10])[CH3:11])[cH:7]1. Starting materials: C(C)(C)(C)OC(=O)N1CCC=2N(C=3C=CC=CC3C2CC1)CCCCl (3-tert-butyloxycarbonyl-6-(3-chloropropyl)-1,2,3,4,5,6-hexahydroazepino[4,5-b]indole), C1(=CC=CC=C1)O (phenol), CN(C)C=O (DMF), C(=O)([O-])[O-].[K+].[K+] (K2CO3). Run in CCOC(=O)C (EtOAc). Conditions: temperature 100 celsius. Yields the product C(C)(C)(C)OC(=O)N1CCC=2N(C=3C=CC=CC3C2CC1)CCCOC1=CC=CC=C1 (3-tert-butyloxycarbonyl-6-(3-phenoxypropyl)-1,2,3,4,5,6-hexahydroazepino[4,5-b]indole). Isolated yield 83.1%. As a reaction SMILES: [C:1]([O:5][C:6]([N:8]1[CH2:21][CH2:20][C:19]2[C:18]3[CH:17]=[CH:16][CH:15]=[CH:14][C:13]=3[N:12]([CH2:22][CH2:23][CH2:24]Cl)[C:11]=2[CH2:10][CH2:9]1)=[O:7])([CH3:4])([CH3:3])[CH3:2].[C:26]1([OH:32])[CH:31]=[CH:30][CH:29]=[CH:28][CH:27]=1.CN(C=O)C.C([O-])([O-])=O.[K+].[K+]>CCOC(C)=O>[C:1]([O:5][C:6]([N:8]1[CH2:21][CH2:20][C:19]2[C:18]3[CH:17]=[CH:16][CH:15]=[CH:14][C:13]=3[N:12]([CH2:22][CH2:23][CH2:24][O:32][C:26]3[CH:31]=[CH:30][CH:29]=[CH:28][CH:27]=3)[C:11]=2[CH2:10][CH2:9]1)=[O:7])([CH3:4])([CH3:3])[CH3:2] |f:3.4.5|. Procedure details: A mixture of 3-tert-butyloxycarbonyl-6-(3-chloropropyl)-1,2,3,4,5,6-hexahydroazepino[4,5-b]indole (213 mg), phenol (90 mg), DMF (2.0 mL), and K2CO3 (81 mg) was heated at 100° C. for 16 h, then allowed to cool to room temperature. The mixture was diluted with EtOAc (50 mL), then washed with water (3×10 mL). The organic layer was dried (MgSO4), filtered, and concentrated. Purification by flash chromatography (silica gel, 3:1 hexane:EtOAc) gave 205 mg of the title compound as an oil: 1H NMR (300 MH...